From a dataset of the Open Reaction Database (ORD), a public repository of structured organic reaction records. describe an organic reaction: reactants, conditions, products, and yield Reactants: CCOC(=O)c1cnn(C)c1C(=O)Nc1ccn2nc(N(C)C)nc2c1, CO, [Li+], [OH-], O, O. Product: CN(C)c1nc2cc(NC(=O)c3c(C(=O)O)cnn3C)ccn2n1. As a reaction SMILES: [CH3:1][N:2]([c:3]1[n:4][n:5]2[c:6]([cH:7][c:8]([NH:11][C:12](=[O:13])[c:14]3[c:15]([C:20](=[O:21])[O:22][CH2:23][CH3:24])[cH:16][n:17][n:18]3[CH3:19])[cH:9][cH:10]2)[n:25]1)[CH3:26].[CH3:30][OH:31].[Li+:29].[OH-:28].[OH2:27].[OH2:32]>>[CH3:1][N:2]([c:3]1[n:4][n:5]2[c:6]([cH:7][c:8]([NH:11][C:12](=[O:13])[c:14]3[c:15]([C:20](=[O:21])[OH:22])[cH:16][n:17][n:18]3[CH3:19])[cH:9][cH:10]2)[n:25]1)[CH3:26]. The reactants are CN(C)c1ccncc1, COC(=O)c1cnn2c(C(F)(F)F)cc(O)nc12, O=P(Cl)(Cl)Cl. Product: COC(=O)c1cnn2c(C(F)(F)F)cc(Cl)nc12. Reaction SMILES: [CH3:24][N:25]([CH3:26])[c:27]1[cH:28][cH:29][n:30][cH:31][cH:32]1.[OH:1][c:2]1[n:3][c:4]2[n:5]([c:6]([C:8]([F:9])([F:10])[F:11])[cH:7]1)[n:12][cH:13][c:14]2[C:15](=[O:16])[O:17][CH3:18].[P:19]([Cl:20])([Cl:21])([Cl:22])=[O:23]>>[c:2]1([Cl:21])[n:3][c:4]2[n:5]([c:6]([C:8]([F:9])([F:10])[F:11])[cH:7]1)[n:12][cH:13][c:14]2[C:15](=[O:16])[O:17][CH3:18]. As a reaction SMILES: [Cl:1][c:2]1[cH:3][c:4]([C:5](=[O:6])[O:7][CH2:8][CH3:9])[cH:10][cH:11][c:12]1[NH:13][CH:14]([CH2:15][O:16][CH2:17][C:18](=[O:19])[OH:20])[CH3:21].[Cl:31][CH2:32][Cl:33].[O:26]=[CH:27][N:28]([CH3:29])[CH3:30].[S:22]([Cl:23])([Cl:24])=[O:25]>>[Cl:1][c:2]1[cH:3][c:4]([C:5](=[O:6])[O:7][CH2:8][CH3:9])[cH:10][cH:11][c:12]1[N:13]1[CH:14]([CH3:21])[CH2:15][O:16][CH2:17][C:18]1=[O:19]. Reactants: CCOC(=O)c1ccc(NC(C)COCC(=O)O)c(Cl)c1, ClCCl, CN(C)C=O, O=S(Cl)Cl. Yields the product CCOC(=O)c1ccc(N2C(=O)COCC2C)c(Cl)c1. Starting materials: CCCc1cc(=O)oc2c(C(CC)NCC)c(OC)c3c(c12)OC(C)(C)C=C3, Cl. Yields the product CCCc1cc(=O)oc2c(C(N)CC)c(OC)c3c(c12)OC(C)(C)C=C3. RXN SMILES: [CH2:1]([CH3:2])[NH:3][CH:4]([CH2:5][CH3:6])[c:7]1[c:8]([O:27][CH3:28])[c:9]2[c:10]([c:11]3[c:12]([CH2:18][CH2:19][CH3:20])[cH:13][c:14](=[O:17])[o:15][c:16]13)[O:21][C:22]([CH3:25])([CH3:26])[CH:23]=[CH:24]2.[ClH:29]>>[NH2:3][CH:4]([CH2:5][CH3:6])[c:7]1[c:8]([O:27][CH3:28])[c:9]2[c:10]([c:11]3[c:12]([CH2:18][CH2:19][CH3:20])[cH:13][c:14](=[O:17])[o:15][c:16]13)[O:21][C:22]([CH3:25])([CH3:26])[CH:23]=[CH:24]2.